From a dataset of the Open Reaction Database (ORD), a public repository of structured organic reaction records. describe an organic reaction: reactants, conditions, products, and yield The reactants are ice water, ClC=1N=NC(=CC1)Cl (3,6-dichloropyridazine), Cl.ClCCC1CNCC1 (3-(2-chloroethyl)pyrrolidine hydrochloride), C([O-])([O-])=O.[Na+].[Na+] (sodium carbonate). The solvent is CN(C=O)C (N,N-dimethylformamide). Conditions: temperature 65 celsius, time 8 hour. Yields the product 12.2, ClC=1N=NC(=CC1)N1CC(CC1)CCCl (3-chloro-6-[3-(2-chloroethyl)-1-pyrrolidinyl]pyridazine). Yield: 99.1%. As a reaction SMILES: Cl[C:2]1[N:3]=[N:4][C:5]([Cl:8])=[CH:6][CH:7]=1.Cl.[Cl:10][CH2:11][CH2:12][CH:13]1[CH2:17][CH2:16][NH:15][CH2:14]1.C(=O)([O-])[O-].[Na+].[Na+]>CN(C)C=O>[Cl:8][C:5]1[N:4]=[N:3][C:2]([N:15]2[CH2:16][CH2:17][CH:13]([CH2:12][CH2:11][Cl:10])[CH2:14]2)=[CH:7][CH:6]=1 |f:1.2,3.4.5|. Procedure details: A mixture of 8.9 parts of 3,6-dichloropyridazine, 8.6 parts of 3-(2-chloroethyl)pyrrolidine hydrochloride, 21,2 parts of sodium carbonate and 235 parts of N,N-dimethylformamide was stirred overnight at about 65° C. The reaction mixture was poured into ice water and the product was extracted with dichloromethane. The extract was dried, filtered and evaporated, yielding 12.2 parts (99.1%) of 3-chloro-6-[3-(2-chloroethyl)-1-pyrrolidinyl]pyridazine as a residue (int. 94). As a reaction SMILES: [Cl:1][C:2]1[CH:7]=[C:6]([C:8]#[C:9][C:10]2[N:11]=[C:12]([CH3:15])[NH:13][CH:14]=2)[CH:5]=[CH:4][N:3]=1.[F:16][C:17]1[CH:22]=[CH:21][C:20](B(O)O)=[CH:19][C:18]=1[CH3:26]>>[Cl:1][C:2]1[CH:7]=[C:6]([C:8]#[C:9][C:10]2[N:11]=[C:12]([CH3:15])[N:13]([C:20]3[CH:21]=[CH:22][C:17]([F:16])=[C:18]([CH3:26])[CH:19]=3)[CH:14]=2)[CH:5]=[CH:4][N:3]=1. Reactants: ClC1=NC=CC(=C1)C#CC=1N=C(NC1)C (2-chloro-4-(2-methyl-1H-imidazol-4-ylethynyl)-pyridine), FC1=C(C=C(C=C1)B(O)O)C (4-fluoro-3-methyl-benzene boronic acid). Yields the product ClC1=NC=CC(=C1)C#CC=1N=C(N(C1)C1=CC(=C(C=C1)F)C)C (2-Chloro-4-[1 -(4-fluoro-3-methyl-phenyl)-2-methyl-1H-imidazol-4-ylethynyl]-pyridine). Procedure: The title compound, MS: m/e=326.4 (M+H+), was prepared in accordance with the general method of example 7 from 2-chloro-4-(2-methyl-1H-imidazol-4-ylethynyl)-pyridine and 4-fluoro-3-methyl-benzene boronic acid.